From a dataset of the Open Reaction Database (ORD), a public repository of structured organic reaction records. describe an organic reaction: reactants, conditions, products, and yield Reaction SMILES: [C:29](=[O:30])([O-:31])[O-:32].[CH2:47]([N+:48]([CH2:49][CH3:50])([CH2:51][CH3:52])[CH2:53][CH3:54])[c:55]1[cH:56][cH:57][cH:58][cH:59][cH:60]1.[CH3:39][c:40]1[cH:41][cH:42][cH:43][cH:44][cH:45]1.[CH3:62][CH2:63][O:64][C:65](=[O:66])[CH3:67].[Cl-:46].[Cl:1][c:2]1[cH:3][cH:4][c:5](-[c:8]2[n:9][n:10]([CH2:14][C:15](=[O:16])[NH:17][CH2:18][c:19]3[c:20]([C:25]([F:26])([F:27])[F:28])[cH:21][cH:22][cH:23][cH:24]3)[c:11](=[O:13])[nH:12]2)[cH:6][cH:7]1.[Cs+:33].[Cs+:34].[I:35][CH2:36][CH2:37][Cl:38].[OH2:61]>>[Cl:1][c:2]1[cH:3][cH:4][c:5](-[c:8]2[n:9][n:10]([CH2:14][C:15](=[O:16])[NH:17][CH2:18][c:19]3[c:20]([C:25]([F:26])([F:27])[F:28])[cH:21][cH:22][cH:23][cH:24]3)[c:11](=[O:13])[n:12]2[CH2:36][CH2:37][Cl:38])[cH:6][cH:7]1. Product: O=C(Cn1nc(-c2ccc(Cl)cc2)n(CCCl)c1=O)NCc1ccccc1C(F)(F)F. The reactants are O=C([O-])[O-], CC[N+](CC)(CC)Cc1ccccc1, Cc1ccccc1, CCOC(C)=O, [Cl-], O=C(Cn1nc(-c2ccc(Cl)cc2)[nH]c1=O)NCc1ccccc1C(F)(F)F, [Cs+], [Cs+], ClCCI, O. Starting materials: C12C(C3CC(CC(C1)C3)C2)=CC(=O)OC (methyl tricyclo[3.3.1.13,7]dec-2-ylideneacetate), C(=O)[O-].[NH4+] (ammonium formiate). Reagents/catalysts: [Pd] (palladium on charcoal). Run in CO (methanol). Conditions: time 3 hour. Yields the product C12C(C3CC(CC(C1)C3)C2)CC(=O)OC (methyl 2-adamantylacetate). RXN SMILES: [CH:1]12[CH2:10][CH:5]3[CH2:6][CH:7]([CH2:9][CH:3]([CH2:4]3)[C:2]1=[CH:11][C:12]([O:14][CH3:15])=[O:13])[CH2:8]2.C([O-])=O.[NH4+]>CO.[Pd]>[CH:3]12[CH2:9][CH:7]3[CH2:6][CH:5]([CH2:10][CH:1]([CH2:8]3)[CH:2]1[CH2:11][C:12]([O:14][CH3:15])=[O:13])[CH2:4]2 |f:1.2|. Procedure: To a solution of Intermediate 71 (6.4 g, 31.07 mmol) in methanol (100 mL) was added ammonium formiate (7.8 g, 124.33 mmol), then under argon was added palladium on charcoal (0.6 g, 10%). The reaction mixture was stirred at room temperature for 3 hours. The catalyst was filtered through Celite® and the solvent removed under reduced pressure. The crude was treated with water and ethyl acetate, and the organic layer was extracted and the solvent was removed under reduced pressure. The title compoun... Reactants: NC1=NC=NC2=CC(=CC=C12)CN1C(C(NCC1C)CCC)=O (4-[4-Amino-quinazolin-7-ylmethyl]-5-methyl-3-oxo-2-propyl-piperazine), ClC1=CC=C(C=C1)N=C=O (4-chlorophenyl isocyanate). The solvent is CN(C)C=O (DMF). Reaction conditions: temperature 100 celsius, time 1 hour. Yields the product ClC1=CC=C(C=C1)NC(=O)N1[C@H](C(N([C@H](C1)C)CC1=CC=C2C(=NC=NC2=C1)N)=O)CCC (4-(4-Amino-quinazolin-7-ylmethyl)-(S)-5-methyl-3-oxo-(S)-2-propyl-piperazine-1-carboxylic acid (4-chloro-phenyl)-amide). Isolated yield 75.0%. RXN SMILES: [NH2:1][C:2]1[C:11]2[C:6](=[CH:7][C:8]([CH2:12][N:13]3[CH:18]([CH3:19])[CH2:17][NH:16][CH:15]([CH2:20][CH2:21][CH3:22])[C:14]3=[O:23])=[CH:9][CH:10]=2)[N:5]=[CH:4][N:3]=1.[Cl:24][C:25]1[CH:30]=[CH:29][C:28]([N:31]=[C:32]=[O:33])=[CH:27][CH:26]=1>CN(C=O)C>[Cl:24][C:25]1[CH:30]=[CH:29][C:28]([NH:31][C:32]([N:16]2[CH2:17][C@H:18]([CH3:19])[N:13]([CH2:12][C:8]3[CH:7]=[C:6]4[C:11]([C:2]([NH2:1])=[N:3][CH:4]=[N:5]4)=[CH:10][CH:9]=3)[C:14](=[O:23])[C@@H:15]2[CH2:20][CH2:21][CH3:22])=[O:33])=[CH:27][CH:26]=1. Procedure: To a solution of 4-[4-Amino-quinazolin-7-ylmethyl]-5-methyl-3-oxo-2-propyl-piperazine (12 mg, 0.04 mmol, EXAMPLE 888) in 2 mL of DMF is added 4-chlorophenyl isocyanate (9 mg, 0.06 mmol). After stirring at 100° C. for 1 h, the solution is concentrated. The crude product is purified by RP-HPLC eluting in a gradient of 10% CH3CN/H2O (0.1% TFA) to 70% CH3CN/H2O (0.1% TFA) and the appropriate product fractions are combined and lyophilized to provide the title compound (16 mg, 0.03 mmol) as a white so... Starting materials: ClC1=NC=CC=C1C(F)(F)F (2-Chloro-3-trifluoromethylpyridine), C(=O)([O-])[O-].[Na+].[Na+] (Na2CO3), BrC1=CC=C2C(N(N(C2=C1)COCC[Si](C)(C)C)C1=CC=C(C=C1)C(F)(F)F)=O (6-Bromo-1,2-dihydro-2-(4-trifluoromethylphenyl)-1-(2-trimethylsilyl ethoxymethyl)-3H-indazol-3-one), B1(OC(C(O1)(C)C)(C)C)B2OC(C(O2)(C)C)(C)C (Bis(pinacolato)diboron), CC(=O)[O-].[K+] (KOAc). The reagents and catalysts are C1(=CC=CC=C1)P(C1=CC=CC=C1)[Pd-3]([C-]1C=CC=C1)(P(C1=CC=CC=C1)C1=CC=CC=C1)(Cl)Cl.[CH-]1C=CC=C1.[Fe+2] (bis(diphenylphosphino)ferrocenyl palladium(II) dichloride), C1(=CC=CC=C1)P(C1=CC=CC=C1)[Pd-3]([C-]1C=CC=C1)(P(C1=CC=CC=C1)C1=CC=CC=C1)(Cl)Cl.[CH-]1C=CC=C1.[Fe+2] (bis(diphenylphosphino)ferrocenyl palladium(II) dichloride). Run in O1CCOCC1 (dioxane). Reaction conditions: temperature 100 celsius, time 8 hour. Product: FC(C1=CC=C(C=C1)N1N(C2=CC(=CC=C2C1=O)C1=NC=CC=C1C(F)(F)F)COCC[Si](C)(C)C)(F)F (1,2-Dihydro-2-(4-trifluoromethylphenyl)-6-(3-trifluoromethyl-2-pyridinyl)-1-(2-(trimethylsilyl)ethoxymethyl)-3H-indazol-3-one). The yield is 13.9%. As a reaction SMILES: Br[C:2]1[CH:10]=[C:9]2[C:5]([C:6](=[O:29])[N:7]([C:19]3[CH:24]=[CH:23][C:22]([C:25]([F:28])([F:27])[F:26])=[CH:21][CH:20]=3)[N:8]2[CH2:11][O:12][CH2:13][CH2:14][Si:15]([CH3:18])([CH3:17])[CH3:16])=[CH:4][CH:3]=1.B1(B2OC(C)(C)C(C)(C)O2)OC(C)(C)C(C)(C)O1.CC([O-])=O.[K+].Cl[C:54]1[C:59]([C:60]([F:63])([F:62])[F:61])=[CH:58][CH:57]=[CH:56][N:55]=1.C([O-])([O-])=O.[Na+].[Na+]>O1CCOCC1.C1(P([Pd-3](Cl)(Cl)(P(C2C=CC=CC=2)C2C=CC=CC=2)[C-]2C=CC=C2)C2C=CC=CC=2)C=CC=CC=1.[CH-]1C=CC=C1.[Fe+2]>[F:28][C:25]([F:27])([F:26])[C:22]1[CH:23]=[CH:24][C:19]([N:7]2[C:6](=[O:29])[C:5]3[C:9](=[CH:10][C:2]([C:54]4[C:59]([C:60]([F:63])([F:62])[F:61])=[CH:58][CH:57]=[CH:56][N:55]=4)=[CH:3][CH:4]=3)[N:8]2[CH2:11][O:12][CH2:13][CH2:14][Si:15]([CH3:17])([CH3:16])[CH3:18])=[CH:20][CH:21]=1 |f:2.3,5.6.7,9.10.11|. Reported procedure: The product of Step 5 (1.3 g, 2.6 mmol), was dissolved in dioxane (10 mL) and flushed with N2. Bis(pinacolato)diboron (680 mg, 2.6 mmol), bis(diphenylphosphino)ferrocenyl palladium(II) dichloride (60 mg) and KOAc (380 mg, 3.9 mmol) were added. The mixture was stirred at 100° C. overnight. 2-Chloro-3-trifluoromethylpyridine (470 mg, 2.6 mmol), bis(diphenylphosphino)ferrocenyl palladium(II) dichloride (20 mg) and saturated Na2CO3 solution (1 mL) were added, and the mixture heated at reflux for a f...